This data is from the Open Reaction Database (ORD), a public repository of structured organic reaction records. The task is: describe an organic reaction: reactants, conditions, products, and yield Starting materials: ClS(=O)(=O)C=1C=C(C=CC1)[N+](=O)[O-] (3-chlorosulfonylnitrobenzene), C(C)(C)N(CC)C(C)C (diisopropylethyl amine), O1CCCC1 (tetrahydrofuran), CN1CCC(CC1)N (N-methyl-4-aminopiperidine). Run at time 2 hour. The product is CC1CCN(CC1)NS(=O)(=O)C=1C=C(C=CC1)[N+](=O)[O-] (3-(N-4-Methylpiperidin-1-yl)aminosulfonylnitrobenzene). Reaction SMILES: Cl[S:2]([C:5]1[CH:6]=[C:7]([N+:11]([O-:13])=[O:12])[CH:8]=[CH:9][CH:10]=1)(=[O:4])=[O:3].C([N:17]([CH:20]([CH3:22])C)[CH2:18][CH3:19])(C)C.C[N:24]1CCC(N)CC1.O1[CH2:35][CH2:34]CC1>>[CH3:34][CH:35]1[CH2:19][CH2:18][N:17]([NH:24][S:2]([C:5]2[CH:6]=[C:7]([N+:11]([O-:13])=[O:12])[CH:8]=[CH:9][CH:10]=2)(=[O:4])=[O:3])[CH2:20][CH2:22]1. Procedure details: To a solution of 3-chlorosulfonylnitrobenzene (45) (2.21 g, 10 mmol) in tetrahydrofuran (100 mL) at 0° C. were added diisopropylethyl amine (1.93 mL, 15 mmol) followed by N-methyl-4-aminopiperidine (46) (1.36 g, 12 mmol) and then the reaction mixture was stirred at room temperature for 2 hours. The reaction was quenched with water (50 mL), stirred for 30 minutes and the tetrahydrofuran layer was separated. The organic solution was concentrated under reduced pressure. The resulting residue was ta... RXN SMILES: [CH3:16][CH2:17][OH:18].[K+:15].[O:1]1[CH:2]([C:3](=[O:4])[O:5][CH2:6][CH3:7])[CH:8]1[C:9](=[O:10])[O:11][CH2:12][CH3:13].[OH-:14]>>[O:1]1[CH:2]([C:3](=[O:4])[OH:5])[CH:8]1[C:9](=[O:10])[O:11][CH2:12][CH3:13]. Yields the product CCOC(=O)C1OC1C(=O)O. The reactants are CCO, [K+], CCOC(=O)C1OC1C(=O)OCC, [OH-]. Starting materials: C1(=CC=CC=C1)C1=NN=NN1 (phenyl-tetrazole), C(C)(C)(C)OC(=O)N1C(CC(C1)OS(=O)(=O)C1=CC=C(C=C1)C)C(=O)N1CCN(CC1)C1=C(C=CC=C1)C#N (2-[4-(2-cyano-phenyl)-piperazine-1-carbonyl]-4-(toluene-4-sulfonyloxy)-pyrrolidine-1-carboxylic acid tert-butyl ester), C([O-])([O-])=O.[Na+].[Na+] (sodium carbonate). Run in CN(C)C=O (DMF), CC(OCC)=O (EA). Reaction conditions: time 8 hour. Yields the product COC(=O)C1N(CC(C1)N1N=C(N=N1)C1=CC=CC=C1)C(=O)OC(C)(C)C (4-[5-(phenyl)-tetrazol-2-yl]-pyrrolidine-1,2-dicarboxylic acid 1-tert-butyl ester 2-methyl ester). Reaction SMILES: [C:1]1([C:7]2[NH:11][N:10]=[N:9][N:8]=2)[CH:6]=[CH:5][CH:4]=[CH:3][CH:2]=1.[C:12]([O:16][C:17]([N:19]1[CH2:23][CH:22](OS(C2C=CC(C)=CC=2)(=O)=O)[CH2:21][CH:20]1[C:35](N1CCN(C2C=CC=CC=2C#N)CC1)=[O:36])=[O:18])([CH3:15])([CH3:14])[CH3:13].[C:51](=O)([O-])[O-:52].[Na+].[Na+]>CN(C=O)C.CC(=O)OCC>[CH3:51][O:52][C:35]([CH:20]1[CH2:21][CH:22]([N:9]2[N:10]=[N:11][C:7]([C:1]3[CH:2]=[CH:3][CH:4]=[CH:5][CH:6]=3)=[N:8]2)[CH2:23][N:19]1[C:17]([O:16][C:12]([CH3:13])([CH3:14])[CH3:15])=[O:18])=[O:36] |f:2.3.4|. Reported procedure: To a solution of a corresponding phenyl-tetrazole in DMF is added 2-[4-(2-cyano-phenyl)-piperazine-1-carbonyl]-4-(toluene-4-sulfonyloxy)-pyrrolidine-1-carboxylic acid tert-butyl ester and anhydrous sodium carbonate. The mixture is stirred at about 60 degree overnight. The solution is diluted with EA, washed, dried and concentrated to give the corresponding 4-[5-(phenyl)-tetrazol-2-yl]-pyrrolidine-1,2-dicarboxylic acid 1-tert-butyl ester 2-methyl ester (4). The reactants are Brc1cscc1Br, O=C([O-])[O-], Cc1ccccc1, CCO, CCOC(C)=O, Cc1cc(C#N)ccc1B1OC(C)(C)C(C)(C)O1, [Na+], [Na+], O, c1ccc(P(c2ccccc2)(c2ccccc2)[Pd](P(c2ccccc2)(c2ccccc2)c2ccccc2)(P(c2ccccc2)(c2ccccc2)c2ccccc2)P(c2ccccc2)(c2ccccc2)c2ccccc2)cc1. The product is Cc1cc(C#N)ccc1-c1cscc1Br. As a reaction SMILES: [Br:1][c:2]1[cH:3][s:4][cH:5][c:6]1[Br:7].[C:26](=[O:27])([O-:28])[O-:29].[CH3:32][c:33]1[cH:34][cH:35][cH:36][cH:37][cH:38]1.[CH3:39][CH2:40][OH:41].[CH3:43][CH2:44][O:45][C:46]([CH3:47])=[O:48].[CH3:8][c:9]1[cH:10][c:11]([C:12]#[N:13])[cH:14][cH:15][c:16]1[B:17]1[O:18][C:19]([CH3:20])([CH3:21])[C:22]([CH3:23])([CH3:24])[O:25]1.[Na+:30].[Na+:31].[OH2:42].[cH:49]1[cH:50][cH:51][c:52]([P:53]([Pd:54]([P:55]([c:56]2[cH:57][cH:58][cH:59][cH:60][cH:61]2)([c:62]2[cH:63][cH:64][cH:65][cH:66][cH:67]2)[c:68]2[cH:69][cH:70][cH:71][cH:72][cH:73]2)([P:74]([c:75]2[cH:76][cH:77][cH:78][cH:79][cH:80]2)([c:81]2[cH:82][cH:83][cH:84][cH:85][cH:86]2)[c:87]2[cH:88][cH:89][cH:90][cH:91][cH:92]2)[P:93]([c:94]2[cH:95][cH:96][cH:97][cH:98][cH:99]2)([c:100]2[cH:101][cH:102][cH:103][cH:104][cH:105]2)[c:106]2[cH:107][cH:108][cH:109][cH:110][cH:111]2)([c:112]2[cH:113][cH:114][cH:115][cH:116][cH:117]2)[c:118]2[cH:119][cH:120][cH:121][cH:122][cH:123]2)[cH:124][cH:125]1>>[c:2]1(-[c:16]2[c:9]([CH3:8])[cH:10][c:11]([C:12]#[N:13])[cH:14][cH:15]2)[cH:3][s:4][cH:5][c:6]1[Br:7]. Reactants: N1C=NC=C1 (imidazole), BrC=1C=C(CO)C=C(C1)Br (3,5-dibromobenzyl alcohol), [Si](C1=CC=CC=C1)(C1=CC=CC=C1)(C(C)(C)C)Cl (tert-Butyldiphenylsilyl chloride). The solvent is C(C)(=O)OCC (ethyl acetate), CN(C)C=O (DMF). The product is C(C)(C)(C)[Si](C1=CC=CC=C1)(C1=CC=CC=C1)OCC1=CC(=CC(=C1)Br)Br (tert-Butyl-(3,5-dibromobenzyloxy)diphenylsilane). Yield: 94.4%. Reaction SMILES: N1C=CN=C1.[Br:6][C:7]1[CH:8]=[C:9]([CH:12]=[C:13]([Br:15])[CH:14]=1)[CH2:10][OH:11].[Si:16](Cl)([C:29]([CH3:32])([CH3:31])[CH3:30])([C:23]1[CH:28]=[CH:27][CH:26]=[CH:25][CH:24]=1)[C:17]1[CH:22]=[CH:21][CH:20]=[CH:19][CH:18]=1>CN(C=O)C.C(OCC)(=O)C>[C:29]([Si:16]([O:11][CH2:10][C:9]1[CH:8]=[C:7]([Br:6])[CH:14]=[C:13]([Br:15])[CH:12]=1)([C:23]1[CH:28]=[CH:27][CH:26]=[CH:25][CH:24]=1)[C:17]1[CH:18]=[CH:19][CH:20]=[CH:21][CH:22]=1)([CH3:32])([CH3:30])[CH3:31]. Procedure details: With stirring, imidazole (1.1 g, 16.0 mmol) is added to a solution of 3,5-dibromobenzyl alcohol (2.8 g, 10.5 mmol) in absolute DMF (20 ml), and the mixture is cooled to 0° C. tert-Butyldiphenylsilyl chloride (3.3 ml, 17.8 mmol) is added dropwise to the reaction solution, which is then stirred at 0° C. for 2 h. The mixture is then warmed to RT and stirred for another 2 h. The reaction mixture is diluted with ethyl acetate (20 ml) and extracted with a semisaturated aqueous NH4Cl solution (20 ml). ... The reactants are BrC1=CC=C2C=3C=CC(=CC3CC2=C1)N(CCCC)CCCC ((7-bromo-9H-fluoren-2-yl)-dibutylamine), C(=O)C1=CC=C(S1)B(O)O (5-formyl-2-thiopheneboronic acid), C([O-])([O-])=O.[K+].[K+] (potassium carbonate), C1(=CC=CC=C1)C (toluene). The reagents and catalysts are C1=CC=C(C=C1)P([C-]2C=CC=C2)C3=CC=CC=C3.C1=CC=C(C=C1)P([C-]2C=CC=C2)C3=CC=CC=C3.Cl[Pd]Cl.[Fe+2] (PdCl2(dppf)). Solvent: CO (CH3OH). Reaction conditions: temperature 60 celsius. The product is C(CCC)N(C1=CC=C2C=3C=CC(=CC3CC2=C1)C1=CC=C(S1)C=O)CCCC (5-(7-dibutylamino-9H-fluoren-2-yl)-thiophene-2-carbaldehyde). Reaction SMILES: Br[C:2]1[CH:14]=[C:13]2[C:5]([C:6]3[CH:7]=[CH:8][C:9]([N:15]([CH2:20][CH2:21][CH2:22][CH3:23])[CH2:16][CH2:17][CH2:18][CH3:19])=[CH:10][C:11]=3[CH2:12]2)=[CH:4][CH:3]=1.[CH:24]([C:26]1[S:30][C:29](B(O)O)=[CH:28][CH:27]=1)=[O:25].C(=O)([O-])[O-].[K+].[K+].C1(C)C=CC=CC=1>C1C=CC(P(C2C=CC=CC=2)[C-]2C=CC=C2)=CC=1.C1C=CC(P(C2C=CC=CC=2)[C-]2C=CC=C2)=CC=1.Cl[Pd]Cl.[Fe+2].CO>[CH2:16]([N:15]([CH2:20][CH2:21][CH2:22][CH3:23])[C:9]1[CH:10]=[C:11]2[C:6]([C:5]3[CH:4]=[CH:3][C:2]([C:29]4[S:30][C:26]([CH:24]=[O:25])=[CH:27][CH:28]=4)=[CH:14][C:13]=3[CH2:12]2)=[CH:7][CH:8]=1)[CH2:17][CH2:18][CH3:19] |f:2.3.4,6.7.8.9|. Procedure: Under N2 atmosphere, 0.37 parts of (7-bromo-9H-fluoren-2-yl)-dibutyl amine (11), 0.19 parts of 5-formyl-2-thiopheneboronic acid, 0.41 parts of potassium carbonate, and 0.16 parts of PdCl2(dppf) were added into 5 parts of toluene and 5 parts of CH3OH, followed by stirring and mixing. Then, the reaction mixture was heated to 60° C. and reacted for 18 hours. After the reaction mixture was quenched by water, using the diethyl ether to extract the product, and magnesium sulfate was used for dehydrati... Reactants: [Cl-].[NH4+] (ammonium chloride), C(CCC)[Li] (n-butyl lithium), C(C)C(CC)C1=CC(=NC=2N1N=C(C2C2=CN=C(S2)COC)C)C (7-(1-ethyl-propyl)-3-(2-methoxymethyl-thiazol-5-yl)-2,5-dimethyl-pyrazolo[1,5-a]pyrimidine), ClN1C(CCC1=O)=O (N-chlorosuccinimide). Solvent: C1CCOC1 (THF). Reaction conditions: time 30 minute. Yields the product ClC=1N=C(SC1C=1C(=NN2C1N=C(C=C2C(CC)CC)C)C)COC (3-(4-Chloro-2-methoxymethyl-thiazol-5-yl)-7-(1-ethyl-propyl)-2,5-dimethyl-pyrazolo[1,5-a]pyrimidine). The yield is 4.3%. As a reaction SMILES: C([Li])CCC.[CH2:6]([CH:8]([C:11]1[N:16]2[N:17]=[C:18]([CH3:28])[C:19]([C:20]3[S:24][C:23]([CH2:25][O:26][CH3:27])=[N:22][CH:21]=3)=[C:15]2[N:14]=[C:13]([CH3:29])[CH:12]=1)[CH2:9][CH3:10])[CH3:7].[Cl:30]N1C(=O)CCC1=O.[Cl-].[NH4+]>C1COCC1>[Cl:30][C:21]1[N:22]=[C:23]([CH2:25][O:26][CH3:27])[S:24][C:20]=1[C:19]1[C:18]([CH3:28])=[N:17][N:16]2[C:11]([CH:8]([CH2:9][CH3:10])[CH2:6][CH3:7])=[CH:12][C:13]([CH3:29])=[N:14][C:15]=12 |f:3.4|. Procedure details: Add n-butyl lithium (2.5 M in hexanes, 174 mL, 0.43 mmol) to a stirred solution of 7-(1-ethyl-propyl)-3-(2-methoxymethyl-thiazol-5-yl)-2,5-dimethyl-pyrazolo[1,5-a]pyrimidine (150 mg, 0.43 mmol) in THF (3 mL) at −78° C. Stir for 30 min and add N-chlorosuccinimide (87 mg, 0.653 mmol). Stir 30 min and then warm the reaction slowly to room temperature allowing the reaction to continue overnight. Quench the reaction by adding saturated ammonium chloride solution, extract with ethyl acetate, dry over ... Solvent: CO.C1(=CC=CC=C1)C (MeOH toluene). Procedure: To the stirred suspension of 3-(2-Methoxy-pyridin-4-yl)-5-nitro-1-trityl-1H-indazole 4BV (5.125 g, 10.0 mmole) in MeOH/toluene (50 mL/50 mL) was added 10% Pd/C (Degussa type, 0.5 g) at r.t. under dry N2 gas. The mixture was degassed and was stirred under a balloon inflated with H2 gas overnight. The catalyst was filtered through microfiber filter and was washed with MeOH and CH2Cl2. The filtrate was evaporated to dryness and a brown solid 5BV was obtained (5.0 g). As a reaction SMILES: [CH3:1][O:2][C:3]1[CH:8]=[C:7]([C:9]2[C:17]3[C:12](=[CH:13][CH:14]=[C:15]([N+:18]([O-])=O)[CH:16]=3)[N:11]([C:21]([C:34]3[CH:39]=[CH:38][CH:37]=[CH:36][CH:35]=3)([C:28]3[CH:33]=[CH:32][CH:31]=[CH:30][CH:29]=3)[C:22]3[CH:27]=[CH:26][CH:25]=[CH:24][CH:23]=3)[N:10]=2)[CH:6]=[CH:5][N:4]=1>CO.C1(C)C=CC=CC=1.[Pd]>[CH3:1][O:2][C:3]1[CH:8]=[C:7]([C:9]2[C:17]3[C:12](=[CH:13][CH:14]=[C:15]([NH2:18])[CH:16]=3)[N:11]([C:21]([C:22]3[CH:27]=[CH:26][CH:25]=[CH:24][CH:23]=3)([C:34]3[CH:35]=[CH:36][CH:37]=[CH:38][CH:39]=3)[C:28]3[CH:33]=[CH:32][CH:31]=[CH:30][CH:29]=3)[N:10]=2)[CH:6]=[CH:5][N:4]=1 |f:1.2|. Yields the product COC1=NC=CC(=C1)C1=NN(C2=CC=C(C=C12)N)C(C1=CC=CC=C1)(C1=CC=CC=C1)C1=CC=CC=C1 (3-(2-methoxy-pyridin-4-yl)-1-trityl-1H-indazol-5-ylamine). Reactants: COC1=NC=CC(=C1)C1=NN(C2=CC=C(C=C12)[N+](=O)[O-])C(C1=CC=CC=C1)(C1=CC=CC=C1)C1=CC=CC=C1 (3-(2-Methoxy-pyridin-4-yl)-5-nitro-1-trityl-1H-indazole). Reagents/catalysts: [Pd] (Pd/C).